This data is from the Open Reaction Database (ORD), a public repository of structured organic reaction records. The task is: describe an organic reaction: reactants, conditions, products, and yield The reactants are C(O)([O-])=O.[Na+] (sodium hydrogencarbonate), 7.7, ClC1=C(OC[C@@H]2N(C[C@H](C2)F)C(=O)OC(C)(C)C)C=CC=C1 (tert-butyl (2R,4S)-2-(2-chlorophenoxymethyl)-4-fluoropyrrolidine-1-carboxylate), Cl (hydrochloric acid). The solvent is C1CCOC1 (THF). The product is ClC1=C(OC[C@@H]2NC[C@H](C2)F)C=CC=C1 ((2R,4S)-2-(2-chlorophenoxymethyl)-4-fluoropyrrolidine). Reaction SMILES: [Cl:1][C:2]1[CH:22]=[CH:21][CH:20]=[CH:19][C:3]=1[O:4][CH2:5][C@H:6]1[CH2:10][C@H:9]([F:11])[CH2:8][N:7]1C(OC(C)(C)C)=O.Cl.C(=O)([O-])O.[Na+]>C1COCC1>[Cl:1][C:2]1[CH:22]=[CH:21][CH:20]=[CH:19][C:3]=1[O:4][CH2:5][C@H:6]1[CH2:10][C@H:9]([F:11])[CH2:8][NH:7]1 |f:2.3|. Reported procedure: 7.7 2.5 g of tert-butyl (2R,4S)-2-(2-chlorophenoxymethyl)-4-fluoropyrrolidine-1-carboxylate are dissolved in 20 ml of THF and stirred at 80° C. for 2 h with 5 ml of ethanolic hydrochloric acid. After basic work-up using saturated sodium hydrogencarbonate solution, the organic phase is subjected to conventional work-up, and the residue obtained is purified by chromatography, giving 780 mg of (2R,4S)-2-(2-chlorophenoxymethyl)-4-fluoropyrrolidine as brown oil; Rt.: 0.700 min; [M+H]+230.2.